Dataset: the Open Reaction Database (ORD), a public repository of structured organic reaction records. Task: describe an organic reaction: reactants, conditions, products, and yield The reactants are Cc1ccc(C)n1-c1nc(C(F)(F)F)c(Br)s1, [Li]C(C)(C)C, CCC(CC)c1cc(C)nc2c(I)c(C)nn12, C1CCOC1, CCOCC, [Cl-], [Cl-], [Zn+2]. Product: CCC(CC)c1cc(C)nc2c(-c3sc(-n4c(C)ccc4C)nc3C(F)(F)F)c(C)nn12. Reaction SMILES: [Br:1][c:2]1[c:3]([C:14]([F:15])([F:16])[F:17])[n:4][c:5](-[n:7]2[c:8]([CH3:13])[cH:9][cH:10][c:11]2[CH3:12])[s:6]1.[C:18]([Li:19])([CH3:20])([CH3:21])[CH3:22].[CH2:23]([CH3:24])[CH:25]([CH2:26][CH3:27])[c:28]1[cH:29][c:30]([CH3:39])[n:31][c:32]2[n:33]1[n:34][c:35]([CH3:38])[c:36]2[I:37].[CH2:45]1[O:46][CH2:47][CH2:48][CH2:49]1.[CH3:40][CH2:41][O:42][CH2:43][CH3:44].[Cl-:50].[Cl-:52].[Zn+2:51]>>[c:2]1(-[c:36]2[c:32]3[n:31][c:30]([CH3:39])[cH:29][c:28]([CH:25]([CH2:23][CH3:24])[CH2:26][CH3:27])[n:33]3[n:34][c:35]2[CH3:38])[c:3]([C:14]([F:15])([F:16])[F:17])[n:4][c:5](-[n:7]2[c:8]([CH3:13])[cH:9][cH:10][c:11]2[CH3:12])[s:6]1. As a reaction SMILES: [CH3:1][C:2]1[C:3]([CH:16]([O:18][C:19]2[CH:32]=[CH:31][C:22]([CH:23]=[C:24]3[S:28][C:27](=[O:29])[NH:26][C:25]3=[O:30])=[CH:21][CH:20]=2)[CH3:17])=[CH:4][C:5]2[C:6]([CH3:15])([CH3:14])[CH2:7][CH2:8][C:9]([CH3:13])([CH3:12])[C:10]=2[CH:11]=1>O1CCOCC1.[Pd]>[CH3:1][C:2]1[C:3]([CH:16]([O:18][C:19]2[CH:20]=[CH:21][C:22]([CH2:23][CH:24]3[S:28][C:27](=[O:29])[NH:26][C:25]3=[O:30])=[CH:31][CH:32]=2)[CH3:17])=[CH:4][C:5]2[C:6]([CH3:14])([CH3:15])[CH2:7][CH2:8][C:9]([CH3:12])([CH3:13])[C:10]=2[CH:11]=1. Solvent: O1CCOCC1 (dioxane). The product is CC=1C(=CC=2C(CCC(C2C1)(C)C)(C)C)C(C)OC1=CC=C(CC2C(NC(S2)=O)=O)C=C1 (5-(4-(1-(3,5,5,8,8-Pentamethyl-5,6,7,8-tetrahydro-naphtalen-2yl)-ethoxy)-benzyl)-thiazolidine-2,4-dione). The reagents and catalysts are [Pd] (Pd/C). Reactants: CC=1C(=CC=2C(CCC(C2C1)(C)C)(C)C)C(C)OC1=CC=C(C=C2C(NC(S2)=O)=O)C=C1 (5-(4-(1-(3,5,5,8,8-pentamethyl-5,6,7,8-tetrahydro-naphtalen-2-yl)-ethoxy)-benzylidene)-thiazolidine-2,4-dione). Procedure: 5-(4-(1-(3,5,5,8,8-pentamethyl-5,6,7,8-tetrahydro-naphtalen-2-yl)-ethoxy)-benzylidene)-thiazolidine-2,4-dione (200 mg; 0.44 mmol) was first attempted hydrogenated with Pd/C 5% (235 mg) in dioxane (50 ml) at 100° C. for 10 hours. Filtration and extraction of the mixture showed a mixture of starting material and product (185 mg). The mixture was then dissolved in MeOH (25 ml) and magnesium (100 mg) was added. The reaction mixture was stirred over the week end at room temperature and then evaporate... The reactants are NC1=C(C=C(C=C1)C(C)=O)NC1=C(C=C(C=C1)F)F (4'-amino-3'-(2,4-difluorophenylamino)acetophenone), CS(=O)(=O)Cl (methanesulfonyl chloride). Run in N1=CC=CC=C1 (pyridine). Conditions: time 4 hour. The product is C(C)(=O)C1=CC(=C(NS(=O)(=O)C)C=C1)NC1=C(C=C(C=C1)F)F (4'-acetyl-2'-(2,4-difluorophenylamino)methanesulfonanilide). Yield: 58.9%. Reaction SMILES: [NH2:1][C:2]1[CH:7]=[CH:6][C:5]([C:8](=[O:10])[CH3:9])=[CH:4][C:3]=1[NH:11][C:12]1[CH:17]=[CH:16][C:15]([F:18])=[CH:14][C:13]=1[F:19].[CH3:20][S:21](Cl)(=[O:23])=[O:22]>N1C=CC=CC=1>[C:8]([C:5]1[CH:6]=[CH:7][C:2]([NH:1][S:21]([CH3:20])(=[O:23])=[O:22])=[C:3]([NH:11][C:12]2[CH:17]=[CH:16][C:15]([F:18])=[CH:14][C:13]=2[F:19])[CH:4]=1)(=[O:10])[CH3:9]. Procedure: A mixture of 4'-amino-3'-(2,4-difluorophenylamino)acetophenone (1.7 g) and methanesulfonyl chloride (0.9 g) in pyridine (17 ml) was stirred for 4 hours at room temperature. Pyridine was evaporated and the residue was stirred with an aqueous solution of sodium hydroxide (5%) for 30 minutes. The solution was washed with toluene, acidified to pH 3 with hydrochloric acid, and extracted with ethyl acetate. The extract was washed with an aqueous solution of sodium bicarbonate, dried, and concentrated ... Reactants: O=C([O-])[O-], SCc1ccccc1, CCOC(=O)c1csc([N+](=O)[O-])c1Br, CCO, [K+], [K+]. The product is CCOC(=O)c1csc([N+](=O)[O-])c1SCc1ccccc1. Reaction SMILES: [C:1](=[O:2])([O-:3])[O-:4].[CH2:21]([c:22]1[cH:23][cH:24][cH:25][cH:26][cH:27]1)[SH:28].[CH2:7]([CH3:8])[O:9][C:10](=[O:11])[c:12]1[cH:13][s:14][c:15]([N+:18](=[O:19])[O-:20])[c:16]1[Br:17].[CH3:29][CH2:30][OH:31].[K+:5].[K+:6]>>[CH2:7]([CH3:8])[O:9][C:10](=[O:11])[c:12]1[cH:13][s:14][c:15]([N+:18](=[O:19])[O-:20])[c:16]1[S:28][CH2:21][c:22]1[cH:23][cH:24][cH:25][cH:26][cH:27]1. Reactants: OC1(Cc2ccccc2)C=CC=CC1, Clc1ccc(C(OC2CN(C(c3ccccc3)c3ccccc3)C2)c2ccc(Cl)cc2Cl)cc1, OC(c1ccc(F)cc1)c1ccccc1C(F)(F)F, OC1CNC1. As a reaction SMILES: [CH2:6]([c:7]1[cH:8][cH:9][cH:10][cH:11][cH:12]1)[C:13]1([OH:14])[CH:15]=[CH:16][CH:17]=[CH:18][CH2:19]1.[CH:39]([c:40]1[cH:41][cH:42][cH:43][cH:44][cH:45]1)([c:46]1[cH:47][cH:48][cH:49][cH:50][cH:51]1)[N:52]1[CH2:53][CH:54]([O:56][CH:57]([c:58]2[cH:59][cH:60][c:61]([Cl:62])[cH:63][cH:64]2)[c:65]2[cH:66][cH:67][c:68]([Cl:69])[cH:70][c:71]2[Cl:72])[CH2:55]1.[F:20][C:21]([c:22]1[c:23]([CH:24]([c:25]2[cH:26][cH:27][c:28]([F:31])[cH:29][cH:30]2)[OH:32])[cH:33][cH:34][cH:35][cH:36]1)([F:37])[F:38].[NH:1]1[CH2:2][CH:3]([OH:4])[CH2:5]1>>[F:20][C:21]([c:22]1[c:23]([CH:24]([c:25]2[cH:26][cH:27][c:28]([F:31])[cH:29][cH:30]2)[O:32][CH:54]2[CH2:53][N:52]([CH:39]([c:40]3[cH:41][cH:42][cH:43][cH:44][cH:45]3)[c:46]3[cH:47][cH:48][cH:49][cH:50][cH:51]3)[CH2:55]2)[cH:33][cH:34][cH:35][cH:36]1)([F:37])[F:38]. The product is Fc1ccc(C(OC2CN(C(c3ccccc3)c3ccccc3)C2)c2ccccc2C(F)(F)F)cc1. Starting materials: CCOC(CNc1ccccn1)OCC, CC(=O)OC(C)=O, c1ccncc1. Product: CCOC(CN(C(C)=O)c1ccccn1)OCC. RXN SMILES: [CH2:1]([CH3:2])[O:3][CH:4]([CH2:5][NH:6][c:7]1[n:8][cH:9][cH:10][cH:11][cH:12]1)[O:13][CH2:14][CH3:15].[CH3:16][C:17](=[O:18])[O:19][C:20](=[O:21])[CH3:22].[cH:23]1[cH:24][cH:25][n:26][cH:27][cH:28]1>>[CH2:1]([CH3:2])[O:3][CH:4]([CH2:5][N:6]([c:7]1[n:8][cH:9][cH:10][cH:11][cH:12]1)[C:17]([CH3:16])=[O:18])[O:13][CH2:14][CH3:15]. Reactants: 2c, ClC(C(=O)Cl)(Cl)Cl (trichloro-acetyl chloride), C(C)OC(=O)C=1C=CN2C1CSCC2 (3,4-dihydro-1H-pyrrolo[2,1-c][1,4]thiazine-8-carboxylic acid ethyl ester), ClC(C(=O)Cl)(Cl)Cl (trichloro-acetyl chloride). The solvent is ClCCl (dichloromethane). Conditions: time 8 hour. Yields the product C(C)OC(=O)C=1C=C(N2C1CSCC2)C(C(Cl)(Cl)Cl)=O (6-(2,2,2-Trichloro-acetyl)-3,4-dihydro-1H-pyrrolo[2,1-c][1,4]thiazine-8-carboxylic acid ethyl ester). Reaction SMILES: [CH2:1]([O:3][C:4]([C:6]1[CH:7]=[CH:8][N:9]2[CH2:14][CH2:13][S:12][CH2:11][C:10]=12)=[O:5])[CH3:2].[Cl:15][C:16]([Cl:21])([Cl:20])[C:17](Cl)=[O:18]>ClCCl>[CH2:1]([O:3][C:4]([C:6]1[CH:7]=[C:8]([C:17](=[O:18])[C:16]([Cl:21])([Cl:20])[Cl:15])[N:9]2[CH2:14][CH2:13][S:12][CH2:11][C:10]=12)=[O:5])[CH3:2]. Reported procedure: To a solution of 3,4-dihydro-1H-pyrrolo[2,1-c][1,4]thiazine-8-carboxylic acid ethyl ester (Comp. No. 2c) (0.5 g, 2.37 mmol) in anhydrous dichloromethane (1.7 ml) was added trichloro-acetyl chloride (1.08 g, 5.9 mmol). The resulting mixture was stirred overnight at room temperature, after which a second portion of trichloro-acetyl chloride (0.43 g, 2.37 mmol) was added. The resulting mixture was stirred for 4 h, and then evaporated to dryness. The crude product was purified by silica gel chromato...